Dataset: the Open Reaction Database (ORD), a public repository of structured organic reaction records. Task: describe an organic reaction: reactants, conditions, products, and yield Reactants: C(C=C)NC1=CC=CC=C1 (N-allylaniline), unpurified product, C(=C)OCCCC (butyl vinyl ether), complex 1a. Reaction conditions: time 4 hour. The product is C(CCC)O\C=C/CNC1=CC=CC=C1 ((Z)—N-(3-Butoxyallyl)aniline). Yield: 52.3%. As a reaction SMILES: [CH2:1]([NH:4][C:5]1[CH:10]=[CH:9][CH:8]=[CH:7][CH:6]=1)[CH:2]=[CH2:3].C([O:13][CH2:14][CH2:15][CH2:16][CH3:17])=C>>[CH2:14]([O:13]/[CH:3]=[CH:2]\[CH2:1][NH:4][C:5]1[CH:10]=[CH:9][CH:8]=[CH:7][CH:6]=1)[CH2:15][CH2:16][CH3:17]. Procedure details: Following the general procedure, N-allylaniline (50.0 mg, 0.375 mmol) was treated with butyl vinyl ether (376 mg, 3.75 mmol) and 5 mol % of in situ-generated complex 1a (188 μL, 0.10 M, 18.7 μmol; final substrate concentration=2.0 M) and allowed to stir for 4 h. The unpurified product is 96% Z (as determined by 400 MHz 1H NMR analysis). The resulting oil was purified by silica gel chromatography (50:1 hexanes:Et2O) to afford 8e (40.2 mg, 0.196 mmol , 52.0% yield, 96% Z isomer) as a light yellow ... Reactants: CC(C)C1=C(C(=CC=C1)C(C)C)CC(=O)C=1C(=C(C(=CC1)C(C)C)OS(N)(=O)=O)C(C)C (Sulfamic acid[[2,6-bis(1-methylethyl)phenyl]-acetyl]-2,6-bis(1-methylethyl)phenyl ester), C(C)(C)C1=C(C(=CC=C1)C(C)C)CC(=O)O (2,6-diisopropylphenylacetic acid), C1=CC=CC=2C3=CC=CC=C3C(C12)C(=O)O (9-fluorenecarboxylic acid). The product is C1=CC=CC=2C3=CC=CC=C3C(C12)C(=O)C=1C(=C(C(=CC1)C(C)C)OS(N)(=O)=O)C(C)C (sulfamic acid[(9H-fluoren-9-yl)carbonyl]-2,6-bis(1-methylethyl)phenyl ester). Reaction SMILES: CC([C:4]1[CH:9]=[CH:8][CH:7]=[C:6]([CH:10]([CH3:12])[CH3:11])[C:5]=1[CH2:13][C:14]([C:16]1[C:17]([CH:30]([CH3:32])[CH3:31])=[C:18]([O:25][S:26](=[O:29])(=[O:28])[NH2:27])[C:19]([CH:22]([CH3:24])[CH3:23])=[CH:20][CH:21]=1)=[O:15])C.[CH:33](C1C=CC=C(C(C)C)C=1CC(O)=O)([CH3:35])[CH3:34].C1C2C(C(O)=O)C3C(=CC=CC=3)C=2C=CC=1>>[CH:4]1[C:5]2[CH:13]([C:14]([C:16]3[C:17]([CH:30]([CH3:32])[CH3:31])=[C:18]([O:25][S:26](=[O:28])(=[O:29])[NH2:27])[C:19]([CH:22]([CH3:23])[CH3:24])=[CH:20][CH:21]=3)=[O:15])[C:11]3[C:10](=[CH:12][CH:34]=[CH:33][CH:35]=3)[C:6]=2[CH:7]=[CH:8][CH:9]=1. Reported procedure: This compound was prepared in the same manner as for the title compound of Example 1, except that 2,6-diisopropylphenylacetic acid was replaced with 9-fluorenecarboxylic acid, mp 146°-147° C.